Dataset: the Open Reaction Database (ORD), a public repository of structured organic reaction records. Task: describe an organic reaction: reactants, conditions, products, and yield Starting materials: CCOP(=O)(CCCCc1ccccc1)CC(=O)O, CCCCCC, [Na+], C1CCOC1, [OH-]. The product is O=C(O)CP(=O)(O)CCCCc1ccccc1. RXN SMILES: [CH2:1]([CH3:2])[O:3][P:4](=[O:5])([CH2:6][CH2:7][CH2:8][CH2:9][c:10]1[cH:11][cH:12][cH:13][cH:14][cH:15]1)[CH2:16][C:17](=[O:18])[OH:19].[CH3:22][CH2:23][CH2:24][CH2:25][CH2:26][CH3:27].[Na+:21].[O:28]1[CH2:29][CH2:30][CH2:31][CH2:32]1.[OH-:20]>>[O:3]=[P:4]([OH:5])([CH2:6][CH2:7][CH2:8][CH2:9][c:10]1[cH:11][cH:12][cH:13][cH:14][cH:15]1)[CH2:16][C:17](=[O:18])[OH:19]. Reactants: ClC=1C=C(C=CC1)CCCN(C(NC=1SC(=CN1)SCC(=O)O)=O)[C@@H]1CC[C@H](CC1)C ({2-[-3-[3-(3-chloro-phenyl)-propyl]-3-(trans-4-methyl-cyclohexyl)-ureido]-thiazol-5-ylsulfanyl}-acetic acid), C1(=CC=CC=C1)CCCCC(=O)O (5-phenyl-pentanoic acid), C(C)OC(CSC1=CN=C(S1)N)=O ((2-aminothiazol-5-ylsulfanyl)acetic acid ethyl ester). The product is C[C@@H]1CC[C@H](CC1)N(C(NC=1SC(=CN1)SCC(=O)O)=O)CCCCCC1=CC=CC=C1 ({2-[3-(trans-4-Methyl-cyclohexyl)-3-(5-phenyl-pentyl)-ureido]-thiazol-5-ylsulfanyl}-acetic acid). Reaction SMILES: ClC1C=C([CH2:8][CH2:9][CH2:10][N:11]([C@H:25]2[CH2:30][CH2:29][C@H:28]([CH3:31])[CH2:27][CH2:26]2)[C:12](=[O:24])[NH:13][C:14]2[S:15][C:16]([S:19][CH2:20][C:21]([OH:23])=[O:22])=[CH:17][N:18]=2)C=CC=1.[C:32]1([CH2:38][CH2:39]CCC(O)=O)[CH:37]=[CH:36][CH:35]=[CH:34][CH:33]=1.C(OC(=O)CSC1SC(N)=NC=1)C>>[CH3:31][C@H:28]1[CH2:27][CH2:26][C@H:25]([N:11]([CH2:10][CH2:9][CH2:8][CH2:39][CH2:38][C:32]2[CH:37]=[CH:36][CH:35]=[CH:34][CH:33]=2)[C:12](=[O:24])[NH:13][C:14]2[S:15][C:16]([S:19][CH2:20][C:21]([OH:23])=[O:22])=[CH:17][N:18]=2)[CH2:30][CH2:29]1. Procedure details: The compound was prepared following an analogous procedure to the one described for the synthesis of {2-[-3-[3-(3-chloro-phenyl)-propyl]-3-(trans-4-methyl-cyclohexyl)-ureido]-thiazol-5-ylsulfanyl}-acetic acid using 5-phenyl-pentanoic acid and (2-aminothiazol-5-ylsulfanyl)acetic acid ethyl ester. The reactants are COC([C@@H](CNC(C1=CC=C(C=C1)C(C1=CC=C(C=C1)C1CCCCC1)NC(=O)NC1=CC=C(C=C1)SC(F)(F)F)=O)O)=O ((R)-3-{4-[1-(4-Cyclohexylphenyl)-3-(4-trifluoromethylsulfanylphenyl)ureidomethyl]benzoylamino}-2-hydroxypropionic acid methyl ester), [OH-].[Na+] (sodium hydroxide). Run in C(C)O (ethanol). Conditions: time 1.5 hour. Yields the product C1(CCCCC1)C1=CC=C(C=C1)C(C1=CC=C(C(=O)NC[C@H](C(=O)O)O)C=C1)NC(=O)NC1=CC=C(C=C1)SC(F)(F)F ((R)-3-{4-[1-(4-Cyclohexylphenyl)-3-(4-trifluoromethylsulfanylphenyl)ureidomethyl]benzoylamino}-2-hydroxypropionic acid). Isolated yield 95.9%. Reaction SMILES: C[O:2][C:3](=[O:44])[C@H:4]([OH:43])[CH2:5][NH:6][C:7](=[O:42])[C:8]1[CH:13]=[CH:12][C:11]([CH:14]([NH:27][C:28]([NH:30][C:31]2[CH:36]=[CH:35][C:34]([S:37][C:38]([F:41])([F:40])[F:39])=[CH:33][CH:32]=2)=[O:29])[C:15]2[CH:20]=[CH:19][C:18]([CH:21]3[CH2:26][CH2:25][CH2:24][CH2:23][CH2:22]3)=[CH:17][CH:16]=2)=[CH:10][CH:9]=1.[OH-].[Na+]>C(O)C>[CH:21]1([C:18]2[CH:17]=[CH:16][C:15]([CH:14]([NH:27][C:28]([NH:30][C:31]3[CH:36]=[CH:35][C:34]([S:37][C:38]([F:41])([F:39])[F:40])=[CH:33][CH:32]=3)=[O:29])[C:11]3[CH:12]=[CH:13][C:8]([C:7]([NH:6][CH2:5][C@@H:4]([OH:43])[C:3]([OH:44])=[O:2])=[O:42])=[CH:9][CH:10]=3)=[CH:20][CH:19]=2)[CH2:26][CH2:25][CH2:24][CH2:23][CH2:22]1 |f:1.2|. Procedure: (R)-3-{4-[1-(4-Cyclohexylphenyl)-3-(4-trifluoromethylsulfanylphenyl)ureidomethyl]benzoylamino}-2-hydroxypropionic acid methyl ester (0.32 g, 0.508 mmol) was dissolved in ethanol (15 mL) and sodium hydroxide (4 N, 0.76 mL, 3.05 mmol) was added. The reaction mixture was stirred for 1.5 hour. The reaction was evaporated and added water (15 mL) and acidified with hydrochloric acid (4 N, 0.8 mL). The mixture was extracted with ethyl acetate (20 mL). The aqueous phase was extracted once more with ethy... Starting materials: CC(C)=O, CN1CCCC1CCCl, Cl, [I-], [Na+], [Na+], [Na+], O=C([O-])[O-], O, CC(=O)Nc1nc2c(Oc3cc(-c4ccc(C(F)(F)F)cc4O)ncn3)cccc2s1. Product: CC(=O)Nc1nc2c(Oc3cc(-c4ccc(C(F)(F)F)cc4OCCC4CCCN4C)ncn3)cccc2s1. RXN SMILES: [CH3:51][C:52](=[O:53])[CH3:54].[Cl:33][CH2:34][CH2:35][CH:36]1[N:37]([CH3:41])[CH2:38][CH2:39][CH2:40]1.[ClH:32].[I-:49].[Na+:42].[Na+:43].[Na+:48].[O-:44][C:45](=[O:46])[O-:47].[OH2:50].[OH:1][c:2]1[c:3](-[c:12]2[cH:13][c:14]([O:18][c:19]3[cH:20][cH:21][cH:22][c:23]4[c:24]3[n:25][c:26]([NH:28][C:29]([CH3:30])=[O:31])[s:27]4)[n:15][cH:16][n:17]2)[cH:4][cH:5][c:6]([C:8]([F:9])([F:10])[F:11])[cH:7]1>>[O:1]([c:2]1[c:3](-[c:12]2[cH:13][c:14]([O:18][c:19]3[cH:20][cH:21][cH:22][c:23]4[c:24]3[n:25][c:26]([NH:28][C:29]([CH3:30])=[O:31])[s:27]4)[n:15][cH:16][n:17]2)[cH:4][cH:5][c:6]([C:8]([F:9])([F:10])[F:11])[cH:7]1)[CH2:34][CH2:35][CH:36]1[N:37]([CH3:41])[CH2:38][CH2:39][CH2:40]1.